From a dataset of the Open Reaction Database (ORD), a public repository of structured organic reaction records. describe an organic reaction: reactants, conditions, products, and yield Reactants: COC(=O)C1CSCC1=O (methyl-4-oxo-2,3,4,5-tetrahydrothiophene-3-carboxylate), Cl (hydrogen chloride), C(C)O (ethanol), CC(C(C)C=1C=C(C=C(O)C1)O)CCCCC (5-(3-methyl-2-octyl)resorcinol). Run at time 72 hour. Yields the product OC1=CC(=CC2=C1C1=C(C(O2)=O)SCC1)C(C)C(CCCCC)C (1,3-Dihydro-9-hydroxy-7-(3-methyl-2-octyl)-4-oxo-4H-thieno[2,3-c] [1]benzopyran). RXN SMILES: CO[C:3]([CH:5]1[C:9](=O)[CH2:8][S:7][CH2:6]1)=O.[CH3:11][CH:12]([CH2:23][CH2:24][CH2:25][CH2:26][CH3:27])[CH:13]([C:15]1[CH:16]=[C:17]([OH:22])C=[C:19]([CH:21]=1)[OH:20])[CH3:14].Cl.[CH2:29]([OH:31])C>>[OH:22][C:17]1[C:3]2[C:5]3[CH2:9][CH2:8][S:7][C:6]=3[C:29](=[O:31])[O:20][C:19]=2[CH:21]=[C:15]([CH:13]([CH:12]([CH3:11])[CH2:23][CH2:24][CH2:25][CH2:26][CH3:27])[CH3:14])[CH:16]=1. Procedure: A solution of 20 g. (0.125 mole) of methyl-4-oxo-2,3,4,5-tetrahydrothiophene-3-carboxylate and 32 g. (0.135 mole of 5-(3-methyl-2-octyl)resorcinol in 200 ml. of absolute ethanol was cooled in an ice-salt bath and saturated with anhydrous hydrogen chloride. The reaction mixture was allowed to stand at room temperature for 72 hours and the solid which formed was removed by filtration. Recrystallization from ethanol gave 16 g. (37%) m.p. 165°-166°C. The structure was confirmed by infrared and nucle... Reactants: CC(=O)OC(C)=O, O=C(O)c1ccc([N+](=O)[O-])c(O)c1, c1ccncc1. The product is CC(=O)Oc1cc(C(=O)O)ccc1[N+](=O)[O-]. Reaction SMILES: [CH3:14][C:15](=[O:16])[O:17][C:18](=[O:19])[CH3:20].[OH:1][c:2]1[cH:3][c:4]([C:5](=[O:6])[OH:7])[cH:8][cH:9][c:10]1[N+:11](=[O:12])[O-:13].[cH:21]1[cH:22][cH:23][n:24][cH:25][cH:26]1>>[O:1]([c:2]1[cH:3][c:4]([C:5](=[O:6])[OH:7])[cH:8][cH:9][c:10]1[N+:11](=[O:12])[O-:13])[C:15]([CH3:14])=[O:16].